Task: describe an organic reaction: reactants, conditions, products, and yield. Dataset: the Open Reaction Database (ORD), a public repository of structured organic reaction records Starting materials: COc1ccc(CNc2ccc(C(C)C)cc2)c(OC)c1, CC(C)c1cccc(C(C)C)c1N=C=O. Product: COc1ccc(CN(C(=O)Nc2c(C(C)C)cccc2C(C)C)c2ccc(C(C)C)cc2)c(OC)c1. RXN SMILES: [CH3:1][O:2][c:3]1[c:4]([CH2:11][NH:12][c:13]2[cH:14][cH:15][c:16]([CH:19]([CH3:20])[CH3:21])[cH:17][cH:18]2)[cH:5][cH:6][c:7]([O:9][CH3:10])[cH:8]1.[CH:22]([CH3:23])([CH3:24])[c:25]1[c:26]([N:34]=[C:35]=[O:36])[c:27]([CH:31]([CH3:32])[CH3:33])[cH:28][cH:29][cH:30]1>>[CH3:1][O:2][c:3]1[c:4]([CH2:11][N:12]([c:13]2[cH:14][cH:15][c:16]([CH:19]([CH3:20])[CH3:21])[cH:17][cH:18]2)[C:35]([NH:34][c:26]2[c:25]([CH:22]([CH3:23])[CH3:24])[cH:30][cH:29][cH:28][c:27]2[CH:31]([CH3:32])[CH3:33])=[O:36])[cH:5][cH:6][c:7]([O:9][CH3:10])[cH:8]1. Reactants: C1(CCCCC1)N=C=NC1CCCCC1 (N,N'-dicyclohexylcarbodiimide), NCCOCC(O)C1=CC=CC=C1 (2-(2-aminoethoxy)-1-phenylethanol), C(C1=CN=CC=C1)(=O)O (nicotinic acid), ON1N=NC2=C1C=CC=C2 (1-hydroxybenzotriazole). Run in C(C)(=O)OCC (ethyl acetate), O1CCCC1 (tetrahydrofuran), C(C)N(CC)CC (triethylamine). Reaction conditions: time 1 hour. The product is C(C1=CN=CC=C1)(=O)NCCOCC(O)C1=CC=CC=C1 (2-(2-nicotinoylamino-ethoxy)-1-phenylethanol). Isolated yield 23.6%. As a reaction SMILES: C1(N=C=NC2CCCCC2)CCCCC1.[NH2:16][CH2:17][CH2:18][O:19][CH2:20][CH:21]([C:23]1[CH:28]=[CH:27][CH:26]=[CH:25][CH:24]=1)[OH:22].[C:29](O)(=[O:36])[C:30]1[CH:35]=[CH:34][CH:33]=[N:32][CH:31]=1.ON1C2C=CC=CC=2N=N1>O1CCCC1.C(OCC)(=O)C.C(N(CC)CC)C>[C:29]([NH:16][CH2:17][CH2:18][O:19][CH2:20][CH:21]([C:23]1[CH:28]=[CH:27][CH:26]=[CH:25][CH:24]=1)[OH:22])(=[O:36])[C:30]1[CH:35]=[CH:34][CH:33]=[N:32][CH:31]=1. Procedure: 1.23 g of N,N'-dicyclohexylcarbodiimide was added, with ice cooling, to a solution of 1.08 g of 2-(2-aminoethoxy)-1-phenylethanol, 730 mg of nicotinic acid, 810 mg of 1-hydroxybenzotriazole and 0.83 ml of triethylamine dissolved in 5 ml of tetrahydrofuran. The resulting mixture was stirred at the same temperature for 5 minutes and further at room temperature for 1 hour. To the reaction mixture was added 11 ml of ethyl acetate. The insolubles were removed by filtration. To the filtrate was added ... Yields the product CC(C)(C)CN1Cc2c(cc(Cl)c3[nH]ncc23)CC(CC(=O)N2CCC(c3cc4cccnc4[nH]c3=O)CC2)C1=O. As a reaction SMILES: [Cl:18][c:19]1[cH:20][c:21]2[c:22]([c:23]3[cH:24][n:25][nH:26][c:27]13)[CH2:28][N:29]([CH2:54][C:55]([CH3:56])([CH3:57])[CH3:58])[C:30](=[O:53])[CH:31]([CH2:33][C:34]([N:35]1[CH2:36][CH2:37][CH:38]([N:39]3[CH2:40][c:41]4[c:42]([cH:43][cH:44][cH:45][cH:46]4)[NH:47][C:48]3=[O:49])[CH2:50][CH2:51]1)=[O:52])[CH2:32]2.[NH:1]1[CH2:2][CH2:3][CH:4]([c:7]2[c:8](=[O:17])[nH:9][c:10]3[n:11][cH:12][cH:13][cH:14][c:15]3[cH:16]2)[CH2:5][CH2:6]1>>[N:1]1([C:34]([CH2:33][CH:31]2[C:30](=[O:53])[N:29]([CH2:54][C:55]([CH3:56])([CH3:57])[CH3:58])[CH2:28][c:22]3[c:21]([cH:20][c:19]([Cl:18])[c:27]4[c:23]3[cH:24][n:25][nH:26]4)[CH2:32]2)=[O:52])[CH2:2][CH2:3][CH:4]([c:7]2[c:8](=[O:17])[nH:9][c:10]3[n:11][cH:12][cH:13][cH:14][c:15]3[cH:16]2)[CH2:5][CH2:6]1. Reactants: CC(C)(C)CN1Cc2c(cc(Cl)c3[nH]ncc23)CC(CC(=O)N2CCC(N3Cc4ccccc4NC3=O)CC2)C1=O, O=c1[nH]c2ncccc2cc1C1CCNCC1. Starting materials: CC(C)CBr, FC(F)Oc1ccc(-c2ccc(C3CC[SiH](Cl)CC3)cc2)cc1. The product is CC(C)C[SiH]1CCC(c2ccc(-c3ccc(OC(F)F)cc3)cc2)CC1. RXN SMILES: [CH2:1]([CH:2]([CH3:3])[CH3:4])[Br:5].[Cl:6][SiH:7]1[CH2:8][CH2:9][CH:10]([c:13]2[cH:14][cH:15][c:16](-[c:19]3[cH:20][cH:21][c:22]([O:25][CH:26]([F:27])[F:28])[cH:23][cH:24]3)[cH:17][cH:18]2)[CH2:11][CH2:12]1>>[CH2:1]([CH:2]([CH3:3])[CH3:4])[SiH:7]1[CH2:8][CH2:9][CH:10]([c:13]2[cH:14][cH:15][c:16](-[c:19]3[cH:20][cH:21][c:22]([O:25][CH:26]([F:27])[F:28])[cH:23][cH:24]3)[cH:17][cH:18]2)[CH2:11][CH2:12]1. The reactants are C1=C2C(=CC(=C1I)[N+](=O)[O-])N=C(N2)Cl (2-Chloro-5(6)-iodo-6(5)-nitrobenzimidazole). Reagents/catalysts: [Ni] (Ra-Ni). Run in CCO (EtOH). Reaction conditions: time 7 hour. The product is C1=C2C(=CC(=C1I)N)N=C(N2)Cl (6(5)-Amino-2-chloro-5(6)-iodobenzimidazole). Yield: 61.8%. RXN SMILES: [CH:1]1[C:6]([I:7])=[C:5]([N+:8]([O-])=O)[CH:4]=[C:3]2[N:11]=[C:12]([Cl:14])[NH:13][C:2]=12>CCO.[Ni]>[CH:1]1[C:6]([I:7])=[C:5]([NH2:8])[CH:4]=[C:3]2[N:11]=[C:12]([Cl:14])[NH:13][C:2]=12. Procedure: A mixture of 0.339 g (1.048 mmol) of 26 and 0.090 g (wet) of Ra-Ni in 10 mL of EtOH was hydrogenated at room temperature, 50 psi of H2 for 7 h. The reaction mixture was filtered and the filtrate was evaporated. The residue was chromatographed on a silica column (2×6 cm, eluted successively with 1%, 2%, 3% MeOH/CHCl3). Evaporation of fractions 11-17 (20 mL per fraction) gave 0.190 g (62%) of 26a as a foam. An analytical sample (a yellowish crystalline compound) was obtained by recrystallization f... Starting materials: ClCCCN1C=NC=2N(C(N(C)C(C12)=O)=O)C (7-(3-chloro-propan-1-yl)-theophylline), [C-]#N.[Na+] (sodium cyanide), [I-].[Na+] (sodium iodide). Solvent: CN(C=O)C (dimethylformamide). The product is N1(C)C(=O)N(C)C=2N=CN(C2C1=O)CCCC#N (γ-(theophylline-7-yl)-butyronitrile). The yield is 88.0%. RXN SMILES: Cl[CH2:2][CH2:3][CH2:4][N:5]1[C:14]2[C:13](=[O:15])[N:11]([CH3:12])[C:10](=[O:16])[N:9]([CH3:17])[C:8]=2[N:7]=[CH:6]1.[C-:18]#[N:19].[Na+].[I-].[Na+]>CN(C)C=O>[N:11]1([C:13](=[O:15])[C:14]2[N:5]([CH2:4][CH2:3][CH2:2][C:18]#[N:19])[CH:6]=[N:7][C:8]=2[N:9]([CH3:17])[C:10]1=[O:16])[CH3:12] |f:1.2,3.4|. Procedure details: 57.9 g. of 7-(3-chloro-propan-1-yl)-theophylline, 12.29 g. of sodium cyanide, 2.0 g. of sodium iodide and 400 cm3 of dimethylformamide are stirred at 90° C. for 3 hours. 49.1 g. (88% yield) of γ-(theophylline-7-yl)-butyronitrile are obtained. M.p.: 146°-150° C. Reactants: ClC1=C(C(=O)N[C@@H]2CC[C@H](CC2)[C@H](C)O)C=C(C=C1)C(F)(F)F (Trans-2-chloro-N-(−4-((S)-1-hydroxyethyl)-cyclohexyl)-5-(trifluoromethyl)benzamide), CCN(C(C)C)C(C)C (DIPEA), CCN(C(C)C)C(C)C (DIPEA). Run in C(Cl)Cl (DCM), CS(=O)C (DMSO). Reaction conditions: temperature 0 celsius, time 10 minute. The product is C(C)(=O)[C@@H]1CC[C@H](CC1)NC(C1=C(C=CC(=C1)C(F)(F)F)Cl)=O (Trans-N-(4-acetylcyclohexyl)-2-chloro-5-(trifluoromethyl)benzamide). Reaction SMILES: [Cl:1][C:2]1[CH:19]=[CH:18][C:17]([C:20]([F:23])([F:22])[F:21])=[CH:16][C:3]=1[C:4]([NH:6][C@H:7]1[CH2:12][CH2:11][C@H:10]([C@@H:13]([OH:15])[CH3:14])[CH2:9][CH2:8]1)=[O:5].CCN(C(C)C)C(C)C>C(Cl)Cl.CS(C)=O>[C:13]([C@H:10]1[CH2:11][CH2:12][C@H:7]([NH:6][C:4](=[O:5])[C:3]2[CH:16]=[C:17]([C:20]([F:21])([F:22])[F:23])[CH:18]=[CH:19][C:2]=2[Cl:1])[CH2:8][CH2:9]1)(=[O:15])[CH3:14]. Reported procedure: To a solution of Trans-2-chloro-N-(−4-((S)-1-hydroxyethyl)-cyclohexyl)-5-(trifluoromethyl)benzamide (1.00 g, 2.86 mmol) in DCM (20 mL) is added DIPEA (1.48 g, 11.4 mmol) of DIPEA. The reaction mixture is cooled to 0° C. and then a solution of sulfur trioxide-pyridine complex (1.82 g, 11.4 mmol) in DMSO (5 mL) is added. The reaction mixture is stirred at 0° C. for 10 min and then partitioned between DCM and water. The organic phase was washed with water and brine, dried over MgSO4, filtered and t... Starting materials: C(C)OC(CC1=CC=2N(C=C1)C=CN2)=O (imidazo[1,2-a]pyridin-7-yl-acetic acid ethyl ester), [OH-].[Na+] (sodium hydroxide), Cl (hydrochoric acid). The solvent is O1CCOCC1 (dioxane). Reaction conditions: temperature 90 celsius. Yields the product N=1C=CN2C1C=C(C=C2)CC(=O)O (Imidazo[1,2-a]pyridin-7-yl-acetic acid). Isolated yield 70.0%. Reaction SMILES: C([O:3][C:4](=[O:15])[CH2:5][C:6]1[CH:11]=[CH:10][N:9]2[CH:12]=[CH:13][N:14]=[C:8]2[CH:7]=1)C.[OH-].[Na+].Cl>O1CCOCC1>[N:14]1[CH:13]=[CH:12][N:9]2[CH:10]=[CH:11][C:6]([CH2:5][C:4]([OH:15])=[O:3])=[CH:7][C:8]=12 |f:1.2|. Procedure: To a solution of imidazo[1,2-a]pyridin-7-yl-acetic acid ethyl ester (180 mg, 0.65 mmol) (Preparation 130) in dioxane (4 mL) at 0° C. was added 2 N aqueous sodium hydroxide solution (4 mL). Then reaction mixture was heated at 90° C. for 6 hours. After cooling to 0° C., the mixture was acidified to pH 4 with 2 N aqueous hydrochoric acid and extracted with 20% isopropanol in dichoromethane (8×10 mL). The combined organics were dried over sodium sulfate and concentrated under reduced pressure to aff...